describe an organic reaction: reactants, conditions, products, and yield From a dataset of the Open Reaction Database (ORD), a public repository of structured organic reaction records. The reactants are COC1=CC=C(COC([C@@H](C2CCCCC2)N2C[C@@H]([C@H](C2)C2=CC=CC=C2)CN2CCC(CC2)CCC(C2=CC=CC=C2)(F)F)=O)C=C1 (2-(R)-(3-(S)-((4-(3,3-Difluoro-3-phenylpropyl)piperidin-1-yl)methyl)-4-(S)-phenylpyrrolidin-1-yl)-2-(cyclohexyl)acetic acid (4-methoxy)benzyl ester). The reagents and catalysts are [OH-].[OH-].[Pd+2] (Pd(OH)2/C), [OH-].[OH-].[Pd+2] (Pd(OH)2/C). Solvent: C(C)O (ethanol). Run at time 3 hour. Product: FC(CCC1CCN(CC1)C[C@H]1CN(C[C@@H]1C1=CC=CC=C1)[C@@H](C(=O)O)C1CCCCC1)(C1=CC=CC=C1)F (2-(R)-(3-(S)-((4-(3,3-Difluoro-3-phenylpropyl)piperidin-1-yl)methyl)-4-(S)-phenylpyrrolidin-1-yl)-2-(cyclohexyl)acetic acid). The yield is 98.5%. RXN SMILES: COC1C=CC(C[O:8][C:9](=[O:46])[C@H:10]([N:17]2[CH2:21][C@H:20]([C:22]3[CH:27]=[CH:26][CH:25]=[CH:24][CH:23]=3)[C@@H:19]([CH2:28][N:29]3[CH2:34][CH2:33][CH:32]([CH2:35][CH2:36][C:37]([F:45])([F:44])[C:38]4[CH:43]=[CH:42][CH:41]=[CH:40][CH:39]=4)[CH2:31][CH2:30]3)[CH2:18]2)[CH:11]2[CH2:16][CH2:15][CH2:14][CH2:13][CH2:12]2)=CC=1>C(O)C.[OH-].[OH-].[Pd+2]>[F:45][C:37]([F:44])([C:38]1[CH:39]=[CH:40][CH:41]=[CH:42][CH:43]=1)[CH2:36][CH2:35][CH:32]1[CH2:31][CH2:30][N:29]([CH2:28][C@@H:19]2[C@@H:20]([C:22]3[CH:23]=[CH:24][CH:25]=[CH:26][CH:27]=3)[CH2:21][N:17]([C@H:10]([CH:11]3[CH2:16][CH2:15][CH2:14][CH2:13][CH2:12]3)[C:9]([OH:46])=[O:8])[CH2:18]2)[CH2:34][CH2:33]1 |f:2.3.4|. Procedure: 2-(R)-(3-(S)-((4-(3,3-Difluoro-3-phenylpropyl)piperidin-1-yl)methyl)-4-(S)-phenylpyrrolidin-1-yl)-2-(cyclohexyl)acetic acid (4-methoxy)benzyl ester (32 mg, 0.049 mmol) dissolved in 95% ethanol (2.5 mL) was hydrogenated at atmospheric pressure using 20% Pd(OH)2/C (5.8 mg). After 3 h, additional Pd(OH)2/C (3.5 mg) was added and the reaction was continued for 1 h. The mixture was filtered, the catalyst was washed with 95% ethanol, and the filtrate was evaporated. The crude product was purified by f... Starting materials: Cl (HCl), [OH-].[K+] (potassium hydroxide), C(N)(=O)C1=C(N=C(C(=N1)C1=CC=C(C=C1)C1=C(C=C(C=C1F)CC(=O)OC)F)C)C (methyl 2-(4′-(6-carbamoyl-3,5-dimethylpyrazin-2-yl)-2,6-difluorobiphenyl-4-yl)acetate), C(N)(=O)C1=C(N=C(C(=N1)C1=CC=C(C=C1)C1=C(C=C(C=C1F)CC(=O)OC)F)C)C (methyl 2-(4′-(6-carbamoyl-3,5-dimethylpyrazin-2-yl)-2,6-difluorobiphenyl-4-yl)acetate). The solvent is C(C)(C)(C)O (tert-butanol). Reaction conditions: temperature 40 celsius, time 20 minute. Yields the product C(N)(=O)C1=C(N=C(C(=N1)C1=CC=C(C=C1)C1=C(C=C(C=C1F)CC(=O)O)F)C)C (2-(4′-(6-carbamoyl-3,5-dimethylpyrazin-2-yl)-2,6-difluorobiphenyl-4-yl)acetic acid). Isolated yield 56.9%. RXN SMILES: [OH-].[K+].[C:3]([C:6]1[N:11]=[C:10]([C:12]2[CH:17]=[CH:16][C:15]([C:18]3[C:23]([F:24])=[CH:22][C:21]([CH2:25][C:26]([O:28]C)=[O:27])=[CH:20][C:19]=3[F:30])=[CH:14][CH:13]=2)[C:9]([CH3:31])=[N:8][C:7]=1[CH3:32])(=[O:5])[NH2:4].Cl>C(O)(C)(C)C>[C:3]([C:6]1[N:11]=[C:10]([C:12]2[CH:13]=[CH:14][C:15]([C:18]3[C:23]([F:24])=[CH:22][C:21]([CH2:25][C:26]([OH:28])=[O:27])=[CH:20][C:19]=3[F:30])=[CH:16][CH:17]=2)[C:9]([CH3:31])=[N:8][C:7]=1[CH3:32])(=[O:5])[NH2:4] |f:0.1|. Procedure details: Powdered potassium hydroxide (0.039 g, 0.70 mmol) was added in one portion to methyl 2-(4′-(6-carbamoyl-3,5-dimethylpyrazin-2-yl)-2,6-difluorobiphenyl-4-yl)acetate (Intermediate 24-1; 0.096 g, 0.23 mmol) in tert-butanol (2.00 mL) at 40° C. under nitrogen. The resulting suspension was stirred at 40° C. for 20 minutes. A thick precipitate formed so the reaction was quenched with aq 1M HCl (1.4 mL, 1.40 mmol) and the resulting solution stirred for a further 20 minutes before being evaporated to dry... Starting materials: [H-].[Na+] (sodium hydride), Cl.CN(C)CCCl (dimethylaminoethylchloride hydrochloride), C(C)N1C=2C(C(NC3=C1C=CC=C3)=O)=CSC2 (4,9-dihydro-4-ethyl-10H-thieno[3,4-b][1,5]benzodiazepin-10-one). The solvent is CN(C=O)C (dimethylformamide). Conditions: time 18 hour. Product: CN(CCN1C(C=2C(N(C3=C1C=CC=C3)CC)=CSC2)=O)C (9-(2-Dimethylaminoethyl)-4,9-dihydro-4-ethyl-10H-thieno[3,4-b][1,5]benzodiazepin-10-one). RXN SMILES: [H-].[Na+].Cl.[CH3:4][N:5]([CH2:7][CH2:8]Cl)[CH3:6].[CH2:10]([N:12]1[C:18]2[CH:19]=[CH:20][CH:21]=[CH:22][C:17]=2[NH:16][C:15](=[O:23])[C:14]2=[CH:24][S:25][CH:26]=[C:13]12)[CH3:11]>CN(C)C=O>[CH3:4][N:5]([CH3:6])[CH2:7][CH2:8][N:16]1[C:17]2[CH:22]=[CH:21][CH:20]=[CH:19][C:18]=2[N:12]([CH2:10][CH3:11])[C:13]2=[CH:26][S:25][CH:24]=[C:14]2[C:15]1=[O:23] |f:0.1,2.3|. Procedure: A mixture of 0.31 g. of 55% sodium hydride-mineral oil dispersion and 0.50 g. of dimethylaminoethylchloride hydrochloride in 25 ml. of dry dimethylformamide is stirred at room temperature for 0.5 hours. To the mixture is added 0.43 g. of 4,9-dihydro-4-ethyl-10H-thieno[3,4-b][1,5]benzodiazepin-10-one and stirring is continued for 18 hours. The reaction mixture is cooled, quenched with water, and extracted with chloroform. The dried chloroform extracts are concentrated to an oil, which is purified... Starting materials: FC1=C2CCC(C2=CC(=C1)F)(O)CC(=O)OCC (ethyl 2-(4,6-difluoro-1-hydroxy-1-indanyl)acetate), FC1=C2CCC(C2=CC(=C1)F)=O (4,6-difluoro-1-indanone). The solvent is ethyl acetate hexanes. Product: FC1=C2CCC(C2=CC=C1)(O)CC(=O)OCC (ethyl 2-(4-fluoro-1-hydroxy-1-indanyl)acetate). The yield is 78.0%. As a reaction SMILES: [F:1][C:2]1[CH:10]=[C:9](F)[CH:8]=[C:7]2[C:3]=1[CH2:4][CH2:5][C:6]2([CH2:13][C:14]([O:16][CH2:17][CH3:18])=[O:15])[OH:12].FC1C=C(F)C=C2C=1CCC2=O>>[F:1][C:2]1[CH:10]=[CH:9][CH:8]=[C:7]2[C:3]=1[CH2:4][CH2:5][C:6]2([CH2:13][C:14]([O:16][CH2:17][CH3:18])=[O:15])[OH:12]. Reported procedure: This compound was prepared in an analogous manner to that described in Example 5c for ethyl 2-(4,6-difluoro-1-hydroxy-1-indanyl)acetate substituting 4-fluoro-1-indanone (15.53 g, 0.103 mol) for 4,6-difluoro-1-indanone. Chromatography on silica gel with ethyl acetate:hexanes (19:1) as eluent gave 19.11 g (78%) of ethyl 2-(4-fluoro-1-hydroxy-1-indanyl)acetate which was used without further purification. Starting materials: C(CCC(=O)N)(=O)OC (Methyl succinamate), P12(=S)SP3(=S)SP(=S)(S1)SP(=S)(S2)S3 (P2S5). Solvent: C1CCOC1 (THF). Reaction conditions: time 6 hour. Product: NC(CCC(=O)OC)=S (methyl 4-amino-4-thioxobutanoate). The yield is 55.9%. RXN SMILES: [C:1]([O:8][CH3:9])(=[O:7])[CH2:2][CH2:3][C:4]([NH2:6])=O.P12(SP3(SP(SP(S3)(S1)=S)(=S)S2)=S)=[S:11]>C1COCC1>[NH2:6][C:4](=[S:11])[CH2:3][CH2:2][C:1]([O:8][CH3:9])=[O:7]. Procedure: Methyl succinamate (2 g, 15.2 mmol) was dissolved in dry THF (50 mL) and P2S5 (3.4 g, 15.2 mmol) was added and the reaction mixture was stirred at room temperature for 6 h. The reaction mixture was filtered through a sintered funnel and the clear filtrate was concentrated under reduced pressure to get the crude product, which was further purified by column chromatography (silica gel 60-120 mesh, eluent 50% EtOAc in petroleum ether) to afford methyl 4-amino-4-thioxobutanoate (1.25 g, yield 53%) a... Starting materials: C1(=CC=CC=C1)CCCCCCCCO (8-phenyloctanol), C(Br)(Br)(Br)Br (carbon tetrabromide), C1(=CC=CC=C1)P(C1=CC=CC=C1)C1=CC=CC=C1 (triphenylphosphine), acid, B#B (diborane). Run in C(Cl)Cl (methylene chloride), O1CCCC1 (tetrahydrofuran), O1CCCC1 (tetrahydrofuran). Product: C1(=CC=CC=C1)CCCCCCCCBr (8-Phenyloctyl bromide), C1(=CC=CC=C1)CCCCCCCCO (8-phenyloctanol). Reaction SMILES: [C:1]1([CH2:7][CH2:8][CH2:9][CH2:10][CH2:11][CH2:12][CH2:13][CH2:14][OH:15])[CH:6]=[CH:5][CH:4]=[CH:3][CH:2]=1.C(Br)(Br)(Br)[Br:17].C1(P(C2C=CC=CC=2)C2C=CC=CC=2)C=CC=CC=1.B#B>C(Cl)Cl.O1CCCC1>[C:1]1([CH2:7][CH2:8][CH2:9][CH2:10][CH2:11][CH2:12][CH2:13][CH2:14][Br:17])[CH:6]=[CH:5][CH:4]=[CH:3][CH:2]=1.[C:1]1([CH2:7][CH2:8][CH2:9][CH2:10][CH2:11][CH2:12][CH2:13][CH2:14][OH:15])[CH:6]=[CH:5][CH:4]=[CH:3][CH:2]=1. Procedure: 8-Phenyloctyl bromide was prepared from 8-phenyloctanol, carbon tetrabromide and triphenylphosphine in methylene chloride. A solution of 8-phenylocatanoic acid (19.8 mmol) in sieve dried tetrahydrofuran (5 ml) was reduced with diborane in tetrahydrofuran (30 ml, 29.1 mmol) at 20° C. for 4 hours to give 8-phenyloctanol. To an ice cold solution of the octanol (ca. 19.8 mmol) and carbon tetrabromide (21.98 mmol) in methylene chloride (50 ml) was added triphenylphosphine (22.30 mmol) in methylene ch... Reactants: C1(CC1)C1=NC2=C(N1CC1=CC=C(C=C1)C=1C(=CC=CC1)C(=O)OC(C)(C)C)C=C(C=C2C)C=2N=C1N(C=CC=C1)C2 (tert.butyl 4'-[(2-cyclopropyl-4-methyl-6-(imidazo[1,2-a]pyridin-2-yl)-benzimidazol-1-yl)-methyl]-biphenyl-2-carboxylate), FC(C(=O)O)(F)F (trifluoroacetic acid). Yields the product C1(CC1)C1=NC2=C(N1CC1=CC=C(C=C1)C=1C(=CC=CC1)C(=O)O)C=C(C=C2C)C=2N=C1N(C=CC=C1)C2 (4'-[(2-Cyclopropyl-4-methyl-6-(imidazo[1,2-a]pyridin-2-yl)-benzimidazol-1-yl)-methyl]-biphenyl-2-carboxylic Acid). Reaction SMILES: [CH:1]1([C:4]2[N:8]([CH2:9][C:10]3[CH:15]=[CH:14][C:13]([C:16]4[C:17]([C:22]([O:24]C(C)(C)C)=[O:23])=[CH:18][CH:19]=[CH:20][CH:21]=4)=[CH:12][CH:11]=3)[C:7]3[CH:29]=[C:30]([C:34]4[N:35]=[C:36]5[CH:41]=[CH:40][CH:39]=[CH:38][N:37]5[CH:42]=4)[CH:31]=[C:32]([CH3:33])[C:6]=3[N:5]=2)[CH2:3][CH2:2]1.FC(F)(F)C(O)=O>>[CH:1]1([C:4]2[N:8]([CH2:9][C:10]3[CH:15]=[CH:14][C:13]([C:16]4[C:17]([C:22]([OH:24])=[O:23])=[CH:18][CH:19]=[CH:20][CH:21]=4)=[CH:12][CH:11]=3)[C:7]3[CH:29]=[C:30]([C:34]4[N:35]=[C:36]5[CH:41]=[CH:40][CH:39]=[CH:38][N:37]5[CH:42]=4)[CH:31]=[C:32]([CH3:33])[C:6]=3[N:5]=2)[CH2:3][CH2:2]1. Reported procedure: Prepared analogously to Example 208 from tert.butyl 4'-[(2-cyclopropyl-4-methyl-6-(imidazo[1,2-a]pyridin-2-yl)-benzimidazol-1-yl)-methyl]-biphenyl-2-carboxylate and trifluoroacetic acid.